From a dataset of the Open Reaction Database (ORD), a public repository of structured organic reaction records. describe an organic reaction: reactants, conditions, products, and yield Starting materials: FC(C(=O)O)(F)F (Trifluoroacetic acid), C(C)(C)(C)OC(=O)N1CCN(CC1)C1=NC=CC=C1CNC1=NN=NN1C1=C(C(=CC=C1)Cl)Cl (4-(3-{[1-(2,3-Dichloro-phenyl)-1H-tetrazol-5-ylamino]-methyl}-pyridin-2-yl)-piperazine-1-carboxylic acid tert-butyl ester). Solvent: ClCCl (dichloromethane). Run at time 5 minute. Product: C(C)(=O)O.ClC1=C(C=CC=C1Cl)N1N=NN=C1NCC=1C(=NC=CC1)N1CCNCC1 ([1-(2,3-Dichloro-phenyl)-1H-tetrazol-5-yl]-(2-piperazin-1-yl-pyridin-3-ylmethyl)amine, acetate salt). Reaction SMILES: F[C:2](F)(F)[C:3]([OH:5])=[O:4].C(OC([N:15]1[CH2:20][CH2:19][N:18]([C:21]2[C:26]([CH2:27][NH:28][C:29]3[N:33]([C:34]4[CH:39]=[CH:38][CH:37]=[C:36]([Cl:40])[C:35]=4[Cl:41])[N:32]=[N:31][N:30]=3)=[CH:25][CH:24]=[CH:23][N:22]=2)[CH2:17][CH2:16]1)=O)(C)(C)C>ClCCl>[C:3]([OH:5])(=[O:4])[CH3:2].[Cl:41][C:35]1[C:36]([Cl:40])=[CH:37][CH:38]=[CH:39][C:34]=1[N:33]1[C:29]([NH:28][CH2:27][C:26]2[C:21]([N:18]3[CH2:19][CH2:20][NH:15][CH2:16][CH2:17]3)=[N:22][CH:23]=[CH:24][CH:25]=2)=[N:30][N:31]=[N:32]1 |f:3.4|. Reported procedure: Trifluoroacetic acid (45 mL) was added to a solution of Example 315C (5.72 g, 11.32 mmol) in dichloromethane (220 mL) at 0° C. After 5 minutes, the ice bath was removed and the reaction mixture was stirred at room temperature for 16 hours. The residue was partitioned between dichloromethane and 1.0 N sodium hydroxide. The organic solvent was removed and the residue was purified by preparative HPLC on a Thermoquest, hyperprep HS C18 column (250×21.2 mm., 8 μm particle size) using a gradient of 5%... Starting materials: Nc1c(Br)cc(F)c(Cl)c1F, CN(C)C=O, [Cl-], [Li]CCCC, [NH4+], C1CCOC1. The product is Nc1c(C=O)cc(F)c(Cl)c1F. As a reaction SMILES: [Br:6][c:7]1[c:8]([NH2:9])[c:10]([F:16])[c:11]([Cl:15])[c:12]([F:14])[cH:13]1.[CH3:17][N:18]([CH:19]=[O:20])[CH3:21].[Cl-:22].[Li:1][CH2:2][CH2:3][CH2:4][CH3:5].[NH4+:23].[O:24]1[CH2:25][CH2:26][CH2:27][CH2:28]1>>[c:7]1([CH:19]=[O:20])[c:8]([NH2:9])[c:10]([F:16])[c:11]([Cl:15])[c:12]([F:14])[cH:13]1. Yield: 92.2%. Reactants: C(CCCCC)C=1N(C2=C(C=NC=3C=CC=CC23)N1)CCCCN (4-(2-hexyl-1H-imidazo[4,5-c]quinolin-1-yl)butan-1-amine), CS(=O)(=O)Cl (methanesulfonyl choride). Procedure: Using the general method of Example 232, 4-(2-hexyl-1H-imidazo[4,5-c]quinolin-1-yl)butan-1-amine (1.00 g, 3.1 mmol) was reacted with methanesulfonyl choride (0.48 mL, 6.2 mmol) to provide 1.15 g of N-[4-(2-hexyl-1H-imidazo[4,5-c]quinolin-1-yl)butyl]methanesulfonamide as a white solid. As a reaction SMILES: [CH2:1]([C:7]1[N:8]([CH2:20][CH2:21][CH2:22][CH2:23][NH2:24])[C:9]2[C:18]3[CH:17]=[CH:16][CH:15]=[CH:14][C:13]=3[N:12]=[CH:11][C:10]=2[N:19]=1)[CH2:2][CH2:3][CH2:4][CH2:5][CH3:6].[CH3:25][S:26](Cl)(=[O:28])=[O:27]>>[CH2:1]([C:7]1[N:8]([CH2:20][CH2:21][CH2:22][CH2:23][NH:24][S:26]([CH3:25])(=[O:28])=[O:27])[C:9]2[C:18]3[CH:17]=[CH:16][CH:15]=[CH:14][C:13]=3[N:12]=[CH:11][C:10]=2[N:19]=1)[CH2:2][CH2:3][CH2:4][CH2:5][CH3:6]. Product: C(CCCCC)C=1N(C2=C(C=NC=3C=CC=CC23)N1)CCCCNS(=O)(=O)C (N-[4-(2-hexyl-1H-imidazo[4,5-c]quinolin-1-yl)butyl]methanesulfonamide). The reactants are [Br-], Nc1ccc(Br)cc1, CC(C)(C)NS(=O)(=O)c1ccccc1B(O)O, ClCCl, CCCC[N+](CCCC)(CCCC)CCCC, [Na+], [Na+], O=C([O-])[O-], O, [Pd], c1ccc(P(c2ccccc2)c2ccccc2)cc1, c1ccc(P(c2ccccc2)c2ccccc2)cc1, c1ccc(P(c2ccccc2)c2ccccc2)cc1, c1ccc(P(c2ccccc2)c2ccccc2)cc1, c1ccccc1. The product is CC(C)(C)NS(=O)(=O)c1ccccc1-c1ccc(N)cc1. Reaction SMILES: [Br-:38].[Br:1][c:2]1[cH:3][cH:4][c:5]([NH2:6])[cH:7][cH:8]1.[C:9]([CH3:10])([CH3:11])([CH3:12])[NH:13][S:14](=[O:15])(=[O:16])[c:17]1[c:18]([B:23]([OH:24])[OH:25])[cH:19][cH:20][cH:21][cH:22]1.[CH2:56]([Cl:57])[Cl:58].[CH3:39][CH2:40][CH2:41][CH2:42][N+:43]([CH2:44][CH2:45][CH2:46][CH3:47])([CH2:48][CH2:49][CH2:50][CH3:51])[CH2:52][CH2:53][CH2:54][CH3:55].[Na+:26].[Na+:27].[O-:28][C:29](=[O:30])[O-:31].[OH2:59].[Pd:60].[c:118]1([P:119]([c:120]2[cH:121][cH:122][cH:123][cH:124][cH:125]2)[c:126]2[cH:127][cH:128][cH:129][cH:130][cH:131]2)[cH:132][cH:133][cH:134][cH:135][cH:136]1.[c:61]1([P:62]([c:63]2[cH:64][cH:65][cH:66][cH:67][cH:68]2)[c:69]2[cH:70][cH:71][cH:72][cH:73][cH:74]2)[cH:75][cH:76][cH:77][cH:78][cH:79]1.[c:80]1([P:81]([c:82]2[cH:83][cH:84][cH:85][cH:86][cH:87]2)[c:88]2[cH:89][cH:90][cH:91][cH:92][cH:93]2)[cH:94][cH:95][cH:96][cH:97][cH:98]1.[c:99]1([P:100]([c:101]2[cH:102][cH:103][cH:104][cH:105][cH:106]2)[c:107]2[cH:108][cH:109][cH:110][cH:111][cH:112]2)[cH:113][cH:114][cH:115][cH:116][cH:117]1.[cH:32]1[cH:33][cH:34][cH:35][cH:36][cH:37]1>>[c:2]1(-[c:18]2[c:17]([S:14]([NH:13][C:9]([CH3:10])([CH3:11])[CH3:12])(=[O:15])=[O:16])[cH:22][cH:21][cH:20][cH:19]2)[cH:3][cH:4][c:5]([NH2:6])[cH:7][cH:8]1. Starting materials: ClC1=NC(=NC(=C1)C(F)(F)F)C1=NC=CC=C1 (4-chloro-2-(2-pyridinyl)-6-(trifluoromethyl)pyrimidine), COC1=CC(=C(N)C=C1OC)C (4,5-dimethoxy-2-methylaniline). Product: Cl.COC1=CC(=C(NC2=NC(=NC(=C2)C(F)(F)F)C2=NC=CC=C2)C=C1OC)C (4-(4,5-Dimethoxy-2-methylanilino)-2-(2-pyridinyl)-6-(trifluoromethyl)pyrimidine hydrochloride), solid. Yield: 79.0%. RXN SMILES: [Cl:1][C:2]1[CH:7]=[C:6]([C:8]([F:11])([F:10])[F:9])[N:5]=[C:4]([C:12]2[CH:17]=[CH:16][CH:15]=[CH:14][N:13]=2)[N:3]=1.[CH3:18][O:19][C:20]1[C:26]([O:27][CH3:28])=[CH:25][C:23]([NH2:24])=[C:22]([CH3:29])[CH:21]=1>>[ClH:1].[CH3:18][O:19][C:20]1[C:26]([O:27][CH3:28])=[CH:25][C:23]([NH:24][C:2]2[CH:7]=[C:6]([C:8]([F:11])([F:10])[F:9])[N:5]=[C:4]([C:12]3[CH:17]=[CH:16][CH:15]=[CH:14][N:13]=3)[N:3]=2)=[C:22]([CH3:29])[CH:21]=1 |f:2.3|. Reported procedure: The title compound was prepared from a mixture of 4-chloro-2-(2-pyridinyl)-6-(trifluoromethyl)pyrimidine (50 mg, 0.193 mmol) and 4,5-dimethoxy-2-methylaniline (48 mg, 0.290 mmol) similar to Example 117 and isolated as a yellow solid (64 mg, 79%). 1H NMR (CDCl3): 8.82–8.80 (m, 1H), 8.55 (d, J=7.8 Hz, 1H), 7.88–7.82 (m, 1H), 7.51 (s, 1H), 7.43–7.38 (m, 1H), 6.80 (s, 1H), 6.76 (s, 1H), 6.50 (s, 1H), 3.92 (s, 3H), 3.84 (s, 3H), 2.19 (s, 3H). Reactants: COC(C(CN(C1CCCC1)C1=NC(=NC=C1[N+](=O)[O-])Cl)C)=O ((rac)-3-[(2-chloro-5-nitro-pyrimidin-4-yl)-cyclopentyl-amino]-2-methyl-propanoic acid methyl ester), [H][H] (hydrogen). The reagents and catalysts are [Pd] (palladium on carbon). The solvent is C(C)(=O)OCC (ethyl acetate). The product is COC(C(CN(C1CCCC1)C1=NC(=NC=C1N)Cl)C)=O ((rac)-3-[(5-amino-2-chloro-pyrimidin-4-yl)-cyclopentyl-amino]-2-methyl-propanoic acid methyl ester). The yield is 94.6%. Reaction SMILES: [CH3:1][O:2][C:3](=[O:23])[CH:4]([CH3:22])[CH2:5][N:6]([C:12]1[C:17]([N+:18]([O-])=O)=[CH:16][N:15]=[C:14]([Cl:21])[N:13]=1)[CH:7]1[CH2:11][CH2:10][CH2:9][CH2:8]1.[H][H]>C(OCC)(=O)C.[Pd]>[CH3:1][O:2][C:3](=[O:23])[CH:4]([CH3:22])[CH2:5][N:6]([C:12]1[C:17]([NH2:18])=[CH:16][N:15]=[C:14]([Cl:21])[N:13]=1)[CH:7]1[CH2:8][CH2:9][CH2:10][CH2:11]1. Procedure: A mixture of 40.64 g (0.119 mole) of (rac)-3-[(2-chloro-5-nitro-pyrimidin-4-yl)-cyclopentyl-amino]-2-methyl-propanoic acid methyl ester (IV-1) in 1500 mL of ethyl acetate and 14 g of 5% palladium on carbon catalyst was stirred under an atmosphere of hydrogen until hydrogen uptake was complete. The mixture was filtered through a pad of Celite, washing the filter pad with dichloromethane. Concentration under reduced pressure gave 35.2 g of (rac)-3-[(5-amino-2-chloro-pyrimidin-4-yl)-cyclopentyl-ami... Reactants: C(CCCCCCCCC)[Mg]Br (n-decylmagnesium bromide), C(CCCCCCCCC)[Mg]Br (n-decylmagnesium bromide), C(CCCCCCC)[Si](CCC[Si](Cl)(Cl)Cl)(CCC[Si](Cl)(Cl)Cl)CCC[Si](Cl)(Cl)Cl (n-octyl-tris-[3-(trichlorosilyl)propyl]silane), C(CCCCCCCCC)[Mg]Br (n-decylmagnesium bromide), C(CCCCCCC)[Si](CCC[Si](Cl)(Cl)Cl)(CCC[Si](Cl)(Cl)Cl)CCC[Si](Cl)(Cl)Cl (n-octyl-tris-[3-(trichlorosilyl)propyl]silane), Cl (hydrochloric acid). Solvent: O1CCCC1 (tetrahydrofuran), O1CCCC1 (tetrahydrofuran). Conditions: time 15 hour. Product: C(CCCCCCC)[Si](CCC[SiH2]CCCCCCCCCCCCC)(CCC[SiH2]CCCCCCCCCCCCC)CCC[SiH2]CCCCCCCCCCCCC (n-octyl-tris-[3-(tridecylsilyl)propyl]silane). Isolated yield 81.0%. Reaction SMILES: [CH2:1]([Mg]Br)[CH2:2][CH2:3][CH2:4][CH2:5][CH2:6][CH2:7][CH2:8][CH2:9][CH3:10].[CH2:13]([Si:21]([CH2:36][CH2:37][CH2:38][Si:39](Cl)(Cl)Cl)([CH2:29][CH2:30][CH2:31][Si:32](Cl)(Cl)Cl)[CH2:22][CH2:23][CH2:24][Si:25](Cl)(Cl)Cl)[CH2:14][CH2:15][CH2:16][CH2:17][CH2:18][CH2:19][CH3:20].Cl>O1CCCC1>[CH2:13]([Si:21]([CH2:36][CH2:37][CH2:38][SiH2:39][CH2:1][CH2:2][CH2:3][CH2:4][CH2:5][CH2:6][CH2:7][CH2:8][CH2:9][CH2:10][CH2:7][CH2:8][CH3:9])([CH2:29][CH2:30][CH2:31][SiH2:32][CH2:1][CH2:2][CH2:3][CH2:4][CH2:5][CH2:6][CH2:7][CH2:8][CH2:9][CH2:10][CH2:4][CH2:5][CH3:6])[CH2:22][CH2:23][CH2:24][SiH2:25][CH2:1][CH2:2][CH2:3][CH2:4][CH2:5][CH2:6][CH2:7][CH2:8][CH2:9][CH2:10][CH2:1][CH2:2][CH3:3])[CH2:14][CH2:15][CH2:16][CH2:17][CH2:18][CH2:19][CH3:20]. Reported procedure: Under a strong nitrogen flow, into a 2 L three-neck round bottom flask equipped with rubber septum, reflux condenser, nitrogen bypass inlet, and magnetic stirring bar was introduced, via a flex-needle, a tetrahydrofuran solution of n-decylmagnesium bromide (114.7 g, 467 mmol). In an inert atmosphere enclosure, into a 50 Ml addition funnel was added n-octyl-tris-[3-(trichlorosilyl)propyl]silane (27.85 g, 41.5 mmol, prepared by the procedure described in Example 1, Step (b)). The addition funnel w...